Dataset: the Open Reaction Database (ORD), a public repository of structured organic reaction records. Task: describe an organic reaction: reactants, conditions, products, and yield Starting materials: CCOC(=O)N1C=Cc2cc(O)c(OC)cc2C1Cc1cccc(OCC)c1, CC(=O)OC(C)=O, c1ccncc1. Yields the product CCOC(=O)N1C=Cc2cc(OC(C)=O)c(OC)cc2C1Cc1cccc(OCC)c1. Reaction SMILES: [CH2:1]([CH3:2])[O:3][C:4](=[O:5])[N:6]1[CH:7]([CH2:19][c:20]2[cH:21][c:22]([O:26][CH2:27][CH3:28])[cH:23][cH:24][cH:25]2)[c:8]2[cH:9][c:10]([O:17][CH3:18])[c:11]([OH:16])[cH:12][c:13]2[CH:14]=[CH:15]1.[CH3:29][C:30](=[O:31])[O:32][C:33](=[O:34])[CH3:35].[cH:36]1[cH:37][cH:38][n:39][cH:40][cH:41]1>>[CH2:1]([CH3:2])[O:3][C:4](=[O:5])[N:6]1[CH:7]([CH2:19][c:20]2[cH:21][c:22]([O:26][CH2:27][CH3:28])[cH:23][cH:24][cH:25]2)[c:8]2[cH:9][c:10]([O:17][CH3:18])[c:11]([O:16][C:30]([CH3:29])=[O:31])[cH:12][c:13]2[CH:14]=[CH:15]1. Starting materials: O=C1CCC(=O)N1Br, ClCCl, O=C(O)C(CC1CCCC1)c1ccc(F)c(C(F)(F)F)c1, Nc1ccc([N+](=O)[O-])cn1, c1ccc(P(c2ccccc2)c2ccccc2)cc1, c1ccncc1. Product: O=C(Nc1ccc([N+](=O)[O-])cn1)C(CC1CCCC1)c1ccc(F)c(C(F)(F)F)c1. RXN SMILES: [Br:20][N:21]1[C:22](=[O:23])[CH2:24][CH2:25][C:26]1=[O:27].[CH2:65]([Cl:66])[Cl:67].[CH:28]1([CH2:33][CH:34]([C:35](=[O:36])[OH:37])[c:38]2[cH:39][c:40]([C:45]([F:46])([F:47])[F:48])[c:41]([F:44])[cH:42][cH:43]2)[CH2:29][CH2:30][CH2:31][CH2:32]1.[NH2:49][c:50]1[n:51][cH:52][c:53]([N+:56](=[O:57])[O-:58])[cH:54][cH:55]1.[c:1]1([P:2]([c:3]2[cH:4][cH:5][cH:6][cH:7][cH:8]2)[c:9]2[cH:10][cH:11][cH:12][cH:13][cH:14]2)[cH:15][cH:16][cH:17][cH:18][cH:19]1.[cH:59]1[cH:60][cH:61][n:62][cH:63][cH:64]1>>[CH:28]1([CH2:33][CH:34]([C:35](=[O:37])[NH:49][c:50]2[n:51][cH:52][c:53]([N+:56](=[O:57])[O-:58])[cH:54][cH:55]2)[c:38]2[cH:39][c:40]([C:45]([F:46])([F:47])[F:48])[c:41]([F:44])[cH:42][cH:43]2)[CH2:29][CH2:30][CH2:31][CH2:32]1. Reactants: C(=O)(OC)C=1N=CN(N1)CCCOC1=C(C=C(C=C1C)C=1N=NN(N1)C)C (5-carbomethoxy-2-[3-[4-(2-methyl-tetrazol-5-yl)-2,6-dimethylphenoxy]-propyl]-1,2,4-triazole), [H-].[H-].[H-].[H-].[Li+].[Al+3] (LAH), C(C)(=O)OCC (Ethyl acetate), [C@@H]([C@H](C(=O)[O-])O)(C(=O)[O-])O.[Na+].[K+] (Rochelle salt). Solvent: C1CCOC1 (THF), C1CCOC1 (THF). Reaction conditions: temperature 0 celsius, time 10 minute. Product: OCC=1N=CN(N1)CCCOC1=C(C=C(C=C1C)C=1N=NN(N1)C)C (5-hydroxymethyl-2-[3-[4-(2-methyl-tetrazol-5-yl)-2,6-dimethylphenoxy]-propyl]-1,2,4-triazole). Yield: 78.6%. Reaction SMILES: [C:1]([C:5]1[N:6]=[CH:7][N:8]([CH2:10][CH2:11][CH2:12][O:13][C:14]2[C:19]([CH3:20])=[CH:18][C:17]([C:21]3[N:22]=[N:23][N:24]([CH3:26])[N:25]=3)=[CH:16][C:15]=2[CH3:27])[N:9]=1)(OC)=[O:2].[H-].[H-].[H-].[H-].[Li+].[Al+3].[C@H](O)(C([O-])=O)[C@@H](O)C([O-])=O.[Na+].[K+].C(OCC)(=O)C>C1COCC1>[OH:2][CH2:1][C:5]1[N:6]=[CH:7][N:8]([CH2:10][CH2:11][CH2:12][O:13][C:14]2[C:15]([CH3:27])=[CH:16][C:17]([C:21]3[N:22]=[N:23][N:24]([CH3:26])[N:25]=3)=[CH:18][C:19]=2[CH3:20])[N:9]=1 |f:1.2.3.4.5.6,7.8.9|. Procedure details: To a solution of 5-carbomethoxy-2-[3-[4-(2-methyl-tetrazol-5-yl)-2,6-dimethylphenoxy]-propyl]-1,2,4-triazole (37.1 mg, 0.1 mmol) in 1 ml of THF was added at 0° C. a solution of 1M LAH in THF (65 ul, 1M in THF, 0.065 mmol). The mixture was stirred for 10 min at 0° C. and then stirred at 20° C. for 24 h. Rochelle salt solution was added to the mixture and the solution was stirred at 20° C. for 10 min. Ethyl acetate was added to the above mixture, the aqueous layer was extracted with methylene chlo...